This data is from the Open Reaction Database (ORD), a public repository of structured organic reaction records. The task is: describe an organic reaction: reactants, conditions, products, and yield Starting materials: ClC1=CC=C(C(C(=O)O)=C1)O (5-chlorosalicylic acid), C(C)OC(=O)C1=C(N=C(S1)N)C1=CC=CC=C1 (2-amino-4-phenylthiazole-5-carboxylic acid ethyl ester), raw materials. Product: C(C)OC(=O)C1=C(N=C(S1)NC(C1=C(C=CC(=C1)Cl)O)=O)C1=CC=CC=C1 (2-(5-Chloro-2-hydroxybenzoyl)amino-4-phenylthiazole-5-carboxylic acid ethyl ester). Yield: 69.4%. RXN SMILES: [Cl:1][C:2]1[CH:10]=[C:6]([C:7]([OH:9])=O)[C:5]([OH:11])=[CH:4][CH:3]=1.[CH2:12]([O:14][C:15]([C:17]1[S:21][C:20]([NH2:22])=[N:19][C:18]=1[C:23]1[CH:28]=[CH:27][CH:26]=[CH:25][CH:24]=1)=[O:16])[CH3:13]>>[CH2:12]([O:14][C:15]([C:17]1[S:21][C:20]([NH:22][C:7](=[O:9])[C:6]2[CH:10]=[C:2]([Cl:1])[CH:3]=[CH:4][C:5]=2[OH:11])=[N:19][C:18]=1[C:23]1[CH:28]=[CH:27][CH:26]=[CH:25][CH:24]=1)=[O:16])[CH3:13]. Procedure details: Using 5-chlorosalicylic acid and 2-amino-4-phenylthiazole-5-carboxylic acid ethyl ester as the raw materials, the same operation as the example 195(3) gave the title compound. Starting materials: C(CCCCCCC\C=C/CCCCCCCC)(=O)N[C@@H]1[C@H](CCCC1)O ((1S,2S)-2-(N-Oleoylamino)cyclohexanol), CC1(OCC(C(O1)C(=O)NCCC(=O)O)(C)C)C (3-[N-(2,2,5,5-tetramethyl-1,3-dioxane-4-carbonyl)amino]propionic acid). Product: CC1(OCC(C(O1)C(=O)NCCC(=O)O[C@@H]1[C@H](CCCC1)NC(CCCCCCC\C=C/CCCCCCCC)=O)(C)C)C ((1S,2S)-2-(Oleoylamino)cyclohexane-1-yl 3-[N-(2,2,5,5-tetramethyl-1,3-dioxane-4-carbonyl)amino]propionate). Isolated yield 56.8%. Reaction SMILES: [C:1]([NH:20][C@H:21]1[CH2:26][CH2:25][CH2:24][CH2:23][C@@H:22]1[OH:27])(=[O:19])[CH2:2][CH2:3][CH2:4][CH2:5][CH2:6][CH2:7][CH2:8]/[CH:9]=[CH:10]\[CH2:11][CH2:12][CH2:13][CH2:14][CH2:15][CH2:16][CH2:17][CH3:18].[CH3:28][C:29]1([CH3:45])[O:34][CH:33]([C:35]([NH:37][CH2:38][CH2:39][C:40](O)=[O:41])=[O:36])[C:32]([CH3:44])([CH3:43])[CH2:31][O:30]1>>[CH3:28][C:29]1([CH3:45])[O:34][CH:33]([C:35]([NH:37][CH2:38][CH2:39][C:40]([O:27][C@H:22]2[CH2:23][CH2:24][CH2:25][CH2:26][C@@H:21]2[NH:20][C:1](=[O:19])[CH2:2][CH2:3][CH2:4][CH2:5][CH2:6][CH2:7][CH2:8]/[CH:9]=[CH:10]\[CH2:11][CH2:12][CH2:13][CH2:14][CH2:15][CH2:16][CH2:17][CH3:18])=[O:41])=[O:36])[C:32]([CH3:44])([CH3:43])[CH2:31][O:30]1. Procedure details: (1S,2S)-2-(N-Oleoylamino)cyclohexanol (3.79 g) and 2.59 g of 3-[N-(2,2,5,5-tetramethyl-1,3-dioxane-4-carbonyl)amino]propionic acid were reacted in the same manner as in Example 15 to obtain 3.52 g of the title compound (yield: 57%)